describe an organic reaction: reactants, conditions, products, and yield From a dataset of the Open Reaction Database (ORD), a public repository of structured organic reaction records. Reactants: CCO, CC(C)(C)OC(=O)N1CCC(Nc2cc(Cl)c(C(F)(F)F)cc2[N+](=O)[O-])CC1, NN, O. Product: CC(C)(C)OC(=O)N1CCC(Nc2cc(Cl)c(C(F)(F)F)cc2N)CC1. Reaction SMILES: [CH3:32][CH2:33][OH:34].[F:1][C:2]([c:3]1[cH:4][c:5]([N+:24]([O-:25])=[O:26])[c:6]([NH:10][CH:11]2[CH2:12][CH2:13][N:14]([C:17](=[O:18])[O:19][C:20]([CH3:21])([CH3:22])[CH3:23])[CH2:15][CH2:16]2)[cH:7][c:8]1[Cl:9])([F:27])[F:28].[NH2:30][NH2:31].[OH2:29]>>[F:1][C:2]([c:3]1[cH:4][c:5]([NH2:24])[c:6]([NH:10][CH:11]2[CH2:12][CH2:13][N:14]([C:17](=[O:18])[O:19][C:20]([CH3:21])([CH3:22])[CH3:23])[CH2:15][CH2:16]2)[cH:7][c:8]1[Cl:9])([F:27])[F:28]. The reactants are CSC1=NN=C2CC3=C(C=CN21)C=CC=C3 (3-methylthio-11H-s-triazolo[3,4-b][3]benzazepine), S(O)(O)(=O)=O (sulfuric acid), S(=O)([O-])[O-].[Na+].[Na+] (sodium sulfite), aqueous solution, OO (hydrogen peroxide), OO (hydrogen peroxide). The solvent is C(C)(=O)O (acetic acid). Conditions: time 7 hour. Product: CS(=O)C1=NN=C2CC3=C(C=CN21)C=CC=C3 (3-methylsulfinyl-11H-s-triazolo[3,4-b][3]benzazepine). Reaction SMILES: [CH3:1][S:2][C:3]1[N:12]2[C:6]([CH2:7][C:8]3[CH:16]=[CH:15][CH:14]=[CH:13][C:9]=3[CH:10]=[CH:11]2)=[N:5][N:4]=1.S(=O)(=O)(O)[OH:18].OO.S([O-])([O-])=O.[Na+].[Na+]>C(O)(=O)C>[CH3:1][S:2]([C:3]1[N:12]2[C:6]([CH2:7][C:8]3[CH:16]=[CH:15][CH:14]=[CH:13][C:9]=3[CH:10]=[CH:11]2)=[N:5][N:4]=1)=[O:18] |f:3.4.5|. Procedure details: To 0.230 g of 3-methylthio-11H-s-triazolo[3,4-b][3]benzazepine in 3 ml of acetic acid was added 0.2 ml of concentrated sulfuric acid and, under ice-cooling, 0.3 ml of a 30% aqueous solution of hydrogen peroxide was added dropwise. The mixture was allowed to stand at 3°-5° C. for 7 hours, at the end of which time an aqueous solution of sodium sulfite was added to the mixture to decompose the excess hydrogen peroxide. The solvent was evaporated off and the residue was diluted with water. The cryst...